This data is from the Open Reaction Database (ORD), a public repository of structured organic reaction records. The task is: describe an organic reaction: reactants, conditions, products, and yield Reactants: CC(C)=CCBr, CC(C)=O, N#CC(=Cc1ccc[nH]1)c1ccc(Cl)cc1, [K+], [K+], O=C([O-])[O-]. Yields the product CC(C)=CCn1cccc1C=C(C#N)c1ccc(Cl)cc1. Reaction SMILES: [CH3:23][C:24](=[CH:25][CH2:26][Br:27])[CH3:28].[CH3:29][C:30](=[O:31])[CH3:32].[Cl:1][c:2]1[cH:3][cH:4][c:5]([C:8]([C:9]#[N:10])=[CH:11][c:12]2[nH:13][cH:14][cH:15][cH:16]2)[cH:6][cH:7]1.[K+:17].[K+:18].[O-:19][C:20]([O-:21])=[O:22]>>[Cl:1][c:2]1[cH:3][cH:4][c:5]([C:8]([C:9]#[N:10])=[CH:11][c:12]2[n:13]([CH2:26][CH:25]=[C:24]([CH3:23])[CH3:28])[cH:14][cH:15][cH:16]2)[cH:6][cH:7]1.